The task is: describe an organic reaction: reactants, conditions, products, and yield. This data is from the Open Reaction Database (ORD), a public repository of structured organic reaction records. Reactants: C(C)OC(=O)N1[C@H](C[C@H](C2=CC(=CC(=C12)N)Cl)N(C(=O)OC)CC1=CC(=CC(=C1)C(F)(F)F)C(F)(F)F)C (cis-8-amino-4-[(3,5-bis-trifluoromethyl-benzyl)-methoxycarbonyl-amino]-6-chloro-2-methyl-3,4-dihydro-2H-quinoline-1-carboxylic acid ethyl ester), C(C)(=O)Cl (acetyl chloride), ClCCl (dichloromethane), N1=CC=CC=C1 (pyridine). Solvent: C(C)(=O)OCC (ethyl acetate). Product: C(C)OC(=O)N1[C@H](C[C@H](C2=CC(=CC(=C12)NC(C)=O)Cl)N(C(=O)OC)CC1=CC(=CC(=C1)C(F)(F)F)C(F)(F)F)C (cis-8-Acetylamino-4-[(3,5-bis-trifluoromethyl-benzyl)-methoxycarbonyl-amino]-6-chloro-2-methyl-3,4-dihydro-2H-quinoline-1-carboxylic acid ethyl ester). The yield is 102.1%. As a reaction SMILES: [CH2:1]([O:3][C:4]([N:6]1[C:15]2[C:10](=[CH:11][C:12]([Cl:17])=[CH:13][C:14]=2[NH2:16])[C@H:9]([N:18]([CH2:23][C:24]2[CH:29]=[C:28]([C:30]([F:33])([F:32])[F:31])[CH:27]=[C:26]([C:34]([F:37])([F:36])[F:35])[CH:25]=2)[C:19]([O:21][CH3:22])=[O:20])[CH2:8][C@@H:7]1[CH3:38])=[O:5])[CH3:2].ClCCl.N1C=CC=CC=1.[C:48](Cl)(=[O:50])[CH3:49]>C(OCC)(=O)C>[CH2:1]([O:3][C:4]([N:6]1[C:15]2[C:10](=[CH:11][C:12]([Cl:17])=[CH:13][C:14]=2[NH:16][C:48](=[O:50])[CH3:49])[C@H:9]([N:18]([CH2:23][C:24]2[CH:25]=[C:26]([C:34]([F:37])([F:35])[F:36])[CH:27]=[C:28]([C:30]([F:31])([F:32])[F:33])[CH:29]=2)[C:19]([O:21][CH3:22])=[O:20])[CH2:8][C@@H:7]1[CH3:38])=[O:5])[CH3:2]. Reported procedure: To a pre-dried flask under nitrogen atmosphere was added cis-8-amino-4-[(3,5-bis-trifluoromethyl-benzyl)-methoxycarbonyl-amino]-6-chloro-2-methyl-3,4-dihydro-2H-quinoline-1-carboxylic acid ethyl ester (Example 109) (30 mg, 0.053 mmol), followed by anhydrous dichloromethane (2 mL), pyridine (0.5 mL), and acetyl chloride (0.015 mL, 0.21 mmol). The reaction was stirred overnight at room temperature before ethyl acetate was added, and the mixture was extracted three times with 1N HCl, followed by br... The reactants are Fc1ccc(Br)cn1, O=C([O-])[O-], CN(C)C1CCNC1, CC#N, [K+], [K+]. Yields the product CN(C)C1CCN(c2ccc(Br)cn2)C1. Reaction SMILES: [Br:9][c:10]1[cH:11][cH:12][c:13]([F:16])[n:14][cH:15]1.[C:17](=[O:18])([O-:19])[O-:20].[CH3:1][N:2]([CH:3]1[CH2:4][NH:5][CH2:6][CH2:7]1)[CH3:8].[CH3:23][C:24]#[N:25].[K+:21].[K+:22]>>[CH3:1][N:2]([CH:3]1[CH2:4][N:5]([c:13]2[cH:12][cH:11][c:10]([Br:9])[cH:15][n:14]2)[CH2:6][CH2:7]1)[CH3:8]. Starting materials: C(C)(C)(C)OC(NC=1OCC[C@@](N1)(C)C1=C(C=CC(=C1)N)F)=O ([(S)-4-(5-amino-2-fluoro-phenyl)-4-methyl-5,6-dihydro-4H-[1,3]oxazin-2-yl]-carbamic acid tert-butyl ester), F1, FC(C=1C=CC(=NC1)C(=O)O)(F)F (5-trifluoromethyl-pyridine-2-carboxylic acid). Product: NC=1OCC[C@@](N1)(C)C=1C=C(C=CC1F)NC(=O)C1=NC=C(C=C1)C(F)(F)F (5-Trifluoromethyl-pyridine-2-carboxylic acid [3-((S)-2-amino-4-methyl-5,6-dihydro-4H-[1,3]oxazin-4-yl)-4-fluoro-phenyl]-amide). Reaction SMILES: C(OC(=O)[NH:7][C:8]1[O:9][CH2:10][CH2:11][C@:12]([C:15]2[CH:20]=[C:19]([NH2:21])[CH:18]=[CH:17][C:16]=2[F:22])([CH3:14])[N:13]=1)(C)(C)C.[F:24][C:25]([F:36])([F:35])[C:26]1[CH:27]=[CH:28][C:29]([C:32](O)=[O:33])=[N:30][CH:31]=1>>[NH2:7][C:8]1[O:9][CH2:10][CH2:11][C@:12]([C:15]2[CH:20]=[C:19]([NH:21][C:32]([C:29]3[CH:28]=[CH:27][C:26]([C:25]([F:36])([F:24])[F:35])=[CH:31][N:30]=3)=[O:33])[CH:18]=[CH:17][C:16]=2[F:22])([CH3:14])[N:13]=1. Procedure: The coupling of [(S)-4-(5-amino-2-fluoro-phenyl)-4-methyl-5,6-dihydro-4H-[1,3]oxazin-2-yl]-carbamic acid tert-butyl ester from experiment F1 (R3=Me) and 5-trifluoromethyl-pyridine-2-carboxylic acid followed by deprotection using procedure H yielded the title compound. Reported procedure: Compound 6c was synthesized from 5c (0.63 mmol) and LiOH.H2O (1.9 mmol) using the procedure according to the above Method E. As a reaction SMILES: [Cl:1][C:2]1[CH:7]=[CH:6][C:5](/[CH:8]=[CH:9]/[C:10]([O:12]CC)=[O:11])=[CH:4][C:3]=1[NH:15][C:16]([C:18]1[C:27]2[C:22](=[CH:23][CH:24]=[CH:25][CH:26]=2)[CH:21]=[C:20]([C:28]2[CH:33]=[CH:32][CH:31]=[CH:30][CH:29]=2)[CH:19]=1)=[O:17].O[Li].O>>[Cl:1][C:2]1[CH:7]=[CH:6][C:5](/[CH:8]=[CH:9]/[C:10]([OH:12])=[O:11])=[CH:4][C:3]=1[NH:15][C:16]([C:18]1[C:27]2[C:22](=[CH:23][CH:24]=[CH:25][CH:26]=2)[CH:21]=[C:20]([C:28]2[CH:33]=[CH:32][CH:31]=[CH:30][CH:29]=2)[CH:19]=1)=[O:17] |f:1.2|. The reactants are ClC1=C(C=C(C=C1)/C=C/C(=O)OCC)NC(=O)C1=CC(=CC2=CC=CC=C12)C1=CC=CC=C1 (Ethyl(2E)-3-(4-chloro-3-{[(3-phenylnaphthalen-1-yl)carbonyl]amino}phenyl)prop-2-enoate), O[Li].O (LiOH.H2O). The product is ClC1=C(C=C(C=C1)/C=C/C(=O)O)NC(=O)C1=CC(=CC2=CC=CC=C12)C1=CC=CC=C1 ((2E)-3-(4-chloro-3-{[(3-phenylnaphthalen-1-yl)carbonyl]amino}phenyl)prop-2-enoic acid). Reactants: C(C)(C)(C)OC(CCCCCOC=1C=C(C=CC1)C1=CC=CC(=N1)C(=O)OC)=O (Methyl 6-(3-(6-tert-butoxy-6-oxohexyloxy)phenyl)picolinate), [OH-].[Na+] (NaOH). Run in O (water), CO (methanol). Product: C(C)(C)(C)OC(CCCCCOC=1C=C(C=CC1)C1=CC=CC(=N1)C(=O)O)=O (6-(3-(6-tert-butoxy-6-oxohexyloxy)phenyl)picolinic acid). Isolated yield 100.1%. As a reaction SMILES: [C:1]([O:5][C:6](=[O:29])[CH2:7][CH2:8][CH2:9][CH2:10][CH2:11][O:12][C:13]1[CH:14]=[C:15]([C:19]2[N:24]=[C:23]([C:25]([O:27]C)=[O:26])[CH:22]=[CH:21][CH:20]=2)[CH:16]=[CH:17][CH:18]=1)([CH3:4])([CH3:3])[CH3:2].[OH-].[Na+]>CO.O>[C:1]([O:5][C:6](=[O:29])[CH2:7][CH2:8][CH2:9][CH2:10][CH2:11][O:12][C:13]1[CH:14]=[C:15]([C:19]2[N:24]=[C:23]([C:25]([OH:27])=[O:26])[CH:22]=[CH:21][CH:20]=2)[CH:16]=[CH:17][CH:18]=1)([CH3:4])([CH3:2])[CH3:3] |f:1.2|. Reported procedure: To a solution of compound 8 (840 mg, 2.1 mmol, 1 eq.) in methanol (5 mL) was added NaOH (168 mg, 4.2 mmol, 2 eq.) dissolved in a minimum amount of water. The mixture was stirred at room temperature and monitored by TLC. After completion of the reaction volatiles were removed in vacuo and ethyl acetate added. The solution was washed with NaH2PO4 buffer (pH 5, 1M) and brine, dried over Na2SO4 and concentrated in vacuo to give 810 mg of crude compound 9, which was used directly in the next step. MS... The reactants are [Li+], CC(C)(C)OC(=O)NC1CCC(C(=O)OCc2ccccc2)CC1N=[N+]=[N-], C1CCOC1, [OH-], O. The product is CC(C)(C)OC(=O)NC1CCC(C(=O)O)CC1N=[N+]=[N-]. Reaction SMILES: [Li+:28].[N:1](=[N+:2]=[N-:3])[CH:4]1[CH2:5][CH:6]([C:18](=[O:19])[O:20][CH2:21][c:22]2[cH:23][cH:24][cH:25][cH:26][cH:27]2)[CH2:7][CH2:8][CH:9]1[NH:10][C:11](=[O:12])[O:13][C:14]([CH3:15])([CH3:16])[CH3:17].[O:30]1[CH2:31][CH2:32][CH2:33][CH2:34]1.[OH-:29].[OH2:35]>>[N:1](=[N+:2]=[N-:3])[CH:4]1[CH2:5][CH:6]([C:18](=[O:19])[OH:20])[CH2:7][CH2:8][CH:9]1[NH:10][C:11](=[O:12])[O:13][C:14]([CH3:15])([CH3:16])[CH3:17]. Starting materials: BrCCCCCCCCC#CCC (12-Bromo-dodec-3-yne), N1=CC=C(C=C1)C (4-picoline). Run in C(C)#N (acetonitrile). The product is [Br-].C(CCCCCCCC#CCC)[N+]1=CC=C(C=C1)C (1-dodec-9-ynyl-4-methyl-pyridinium bromide). Isolated yield 82.0%. As a reaction SMILES: [Br:1][CH2:2][CH2:3][CH2:4][CH2:5][CH2:6][CH2:7][CH2:8][CH2:9][C:10]#[C:11][CH2:12][CH3:13].[N:14]1[CH:19]=[CH:18][C:17]([CH3:20])=[CH:16][CH:15]=1>C(#N)C>[Br-:1].[CH2:2]([N+:14]1[CH:19]=[CH:18][C:17]([CH3:20])=[CH:16][CH:15]=1)[CH2:3][CH2:4][CH2:5][CH2:6][CH2:7][CH2:8][CH2:9][C:10]#[C:11][CH2:12][CH3:13] |f:3.4|. Procedure details: 12-Bromo-dodec-3-yne (1 mmol) was added to a solution of 4-picoline (3 mmol) in acetonitrile, and the solution was refluxed for 24 hours. The acetonitrile was removed in a vacuum, and the resulting residue was partitioned between ether and water. The aqueous layer was washed extensively with ether until no picoline was left in the aqueous layer. The resulting aqueous solution of the product was extracted with chloroform. The chloroform was removed to afford the product (82%). 1HNMR (300 MHz, CDC... Reactants: ClCCl, COc1cccc(CNCC(O)C(Cc2cc(F)cc(F)c2)NC(=O)OC(C)(C)C)c1, O=C(O)C(F)(F)F. The product is COc1cccc(CNCC(O)C(N)Cc2cc(F)cc(F)c2)c1. As a reaction SMILES: [CH2:32]([Cl:33])[Cl:34].[F:1][c:2]1[cH:3][c:4]([CH2:5][CH:6]([CH:7]([CH2:8][NH:9][CH2:10][c:11]2[cH:12][c:13]([O:17][CH3:18])[cH:14][cH:15][cH:16]2)[OH:19])[NH:20][C:21](=[O:22])[O:23][C:24]([CH3:25])([CH3:26])[CH3:27])[cH:28][c:29]([F:31])[cH:30]1.[OH:35][C:36]([C:37]([F:38])([F:39])[F:40])=[O:41]>>[F:1][c:2]1[cH:3][c:4]([CH2:5][CH:6]([CH:7]([CH2:8][NH:9][CH2:10][c:11]2[cH:12][c:13]([O:17][CH3:18])[cH:14][cH:15][cH:16]2)[OH:19])[NH2:20])[cH:28][c:29]([F:31])[cH:30]1. Solvent: CN1C(CCC1)=O (N-methylpyrrolidone). Yields the product N1=C(C=CC=C1)C(=O)NN=C(C1=C(C=C(C=C1)OC)O)C1=CC=CC=C1 (2-hydroxy-4-methoxybenzophenone picolinoylhydrazone). Reactants: OC1=C(C(=O)C2=CC=CC=C2)C=CC(=C1)OC (2-hydroxy-4-methoxybenzophenone), N1=C(C=CC=C1)C(=O)NN (picolinic acid hydrazide), O (water). Reported procedure: 47.0 g of 2-hydroxy-4-methoxybenzophenone and 27.7 g of picolinic acid hydrazide are stirred in 150 ml of N-methylpyrrolidone for 18 hours at 140° C. After the reaction mixture has cooled to room temperature, the brownish yellow solution is treated with 200 ml of water. The precipitate produced is isolated by filtration and washed with isopropanol and then with water. After the product has been dried under vacuum at 50°-60° C., 57.4 g of 2-hydroxy-4-methoxybenzophenone picolinoylhydrazone are ob... Yield: 81.8%. RXN SMILES: [OH:1][C:2]1[CH:15]=[C:14]([O:16][CH3:17])[CH:13]=[CH:12][C:3]=1[C:4]([C:6]1[CH:11]=[CH:10][CH:9]=[CH:8][CH:7]=1)=O.[N:18]1[CH:23]=[CH:22][CH:21]=[CH:20][C:19]=1[C:24]([NH:26][NH2:27])=[O:25].O>CN1CCCC1=O>[N:18]1[CH:23]=[CH:22][CH:21]=[CH:20][C:19]=1[C:24]([NH:26][N:27]=[C:4]([C:6]1[CH:11]=[CH:10][CH:9]=[CH:8][CH:7]=1)[C:3]1[CH:12]=[CH:13][C:14]([O:16][CH3:17])=[CH:15][C:2]=1[OH:1])=[O:25]. Starting materials: BrCCCCCCBr, CC(=O)N1CCN(c2ccc(O)cc2)CC1, O=C([O-])[O-], CN(C)C=O, [K+], [K+], O. Product: CC(=O)N1CCN(c2ccc(OCCCCCCBr)cc2)CC1. RXN SMILES: [Br:17][CH2:18][CH2:19][CH2:20][CH2:21][CH2:22][CH2:23][Br:24].[C:1]([CH3:2])(=[O:3])[N:4]1[CH2:5][CH2:6][N:7]([c:10]2[cH:11][cH:12][c:13]([OH:16])[cH:14][cH:15]2)[CH2:8][CH2:9]1.[C:25](=[O:26])([O-:27])[O-:28].[CH3:32][N:33]([CH3:34])[CH:35]=[O:36].[K+:29].[K+:30].[OH2:31]>>[C:1]([CH3:2])(=[O:3])[N:4]1[CH2:5][CH2:6][N:7]([c:10]2[cH:11][cH:12][c:13]([O:16][CH2:23][CH2:22][CH2:21][CH2:20][CH2:19][CH2:18][Br:17])[cH:14][cH:15]2)[CH2:8][CH2:9]1.